Dataset: the Open Reaction Database (ORD), a public repository of structured organic reaction records. Task: describe an organic reaction: reactants, conditions, products, and yield Reactants: NC=1C=C2CCCC2=CC1 (5-aminoindane), C(C)(=O)OC(C)=O (acetic anhydride), O (water). The solvent is N1=CC=CC=C1 (pyridine). Reaction conditions: time 3 hour. Product: C(C)(=O)NC=1C=C2CCCC2=CC1 (5-Acetamidoindane). The yield is 84.8%. Reaction SMILES: [NH2:1][C:2]1[CH:3]=[C:4]2[C:8](=[CH:9][CH:10]=1)[CH2:7][CH2:6][CH2:5]2.[C:11](OC(=O)C)(=[O:13])[CH3:12].O>N1C=CC=CC=1>[C:11]([NH:1][C:2]1[CH:3]=[C:4]2[C:8](=[CH:9][CH:10]=1)[CH2:7][CH2:6][CH2:5]2)(=[O:13])[CH3:12]. Procedure details: To a solution of 5-aminoindane (2.0 g, 15.0 mmol) in 5 mL of anhydrous pyridine at 0° C. was added acetic anhydride (2.1 mL, 22.5 mmol) and the solution was stirred at rt for 3 h. The solution was then added to 50 mL of water and the resulting solid filtered and washed with water, then dried under vacuum to yield the title compound (2.23 g, 78%). 1H NMR (CDCl3): 7.44 (s, 1H), 7.2 (bs, 1H), 7.12 (s, 2H), 2.88 (q, 4H), 2.18 (s, 3H), 2.09 (p, 2H). Starting materials: C(C(=O)O)NCP(=O)(O)O (glyphosate), C(C)(C)N (isopropyl amine), C(C(=O)O)NCP(=O)(O)O (glyphosate), C(C)(C)N (isopropyl amine). Run in O (water). Product: C(C(=O)O)NCP(=O)(O)O.CC(C)O (glyphosate IPA), C(C(=O)O)NCP(=O)(O)O (glyphosate). Reaction SMILES: [CH2:1]([NH:5][CH2:6][P:7]([OH:10])([OH:9])=[O:8])[C:2]([OH:4])=[O:3].[CH:11](N)([CH3:13])[CH3:12]>O>[CH2:1]([NH:5][CH2:6][P:7]([OH:10])([OH:9])=[O:8])[C:2]([OH:4])=[O:3].[CH3:12][CH:11]([OH:3])[CH3:13].[CH2:1]([NH:5][CH2:6][P:7]([OH:10])([OH:9])=[O:8])[C:2]([OH:4])=[O:3] |f:3.4|. Procedure details: A series of concentrated herbicide formulations were prepared as described above in Example 1 by combining glyphosate acid (technical grade, as a wet cake) with varying amounts of isopropyl amine ranging from a molar ratio glyphosate acid to isopropyl amine of 1:1 to 1:15. The resulting aqueous solutions were combined with a tallowamine ethoxylate (10 EO) and diluted with a sufficient amount of water to yield a concentrated glyphosate IPA salt formulation with 480 gae/l glyphosate and 110 g/l ta... The reactants are CN1CCCC1=O, CC(C)S(=O)[O-], O=[N+]([O-])c1cccc(Cl)c1Cl, [Na+], O. Product: CC(C)S(=O)(=O)c1c(Cl)cccc1[N+](=O)[O-]. RXN SMILES: [CH3:8][N:9]1[CH2:10][CH2:11][CH2:12][C:13]1=[O:14].[CH:1]([CH3:2])([CH3:3])[S:4](=[O:5])[O-:6].[Cl:15][c:16]1[c:17]([N+:23](=[O:24])[O-:25])[cH:18][cH:19][cH:20][c:21]1[Cl:22].[Na+:7].[OH2:26]>>[CH:1]([CH3:2])([CH3:3])[S:4](=[O:5])(=[O:6])[c:16]1[c:17]([N+:23](=[O:24])[O-:25])[cH:18][cH:19][cH:20][c:21]1[Cl:22]. Reactants: [N+](=O)([O-])C=C(NCCSCC=1SC=CN1)SC (1-nitro-2-methylthio-2-[2-(2-thiazolylmethylthio)ethylamino]ethylene), NCCSCC1=NC=CC=C1Br (2-[(2-aminoethyl)thiomethyl]-3 -bromopyridine). Product: [N+](=O)([O-])C=C(NCCSCC=1SC=CN1)NCCSCC1=NC=CC=C1Br (1-Nitro-2-[2-((3-bromo-2-pyridyl)methylthio)ethylamino]-2-[2-(2-thiazolylmethylthio)ethylamino]ethylene). Reaction SMILES: [N+:1]([CH:4]=[C:5](SC)[NH:6][CH2:7][CH2:8][S:9][CH2:10][C:11]1[S:12][CH:13]=[CH:14][N:15]=1)([O-:3])=[O:2].[NH2:18][CH2:19][CH2:20][S:21][CH2:22][C:23]1[C:28]([Br:29])=[CH:27][CH:26]=[CH:25][N:24]=1>>[N+:1]([CH:4]=[C:5]([NH:18][CH2:19][CH2:20][S:21][CH2:22][C:23]1[C:28]([Br:29])=[CH:27][CH:26]=[CH:25][N:24]=1)[NH:6][CH2:7][CH2:8][S:9][CH2:10][C:11]1[S:12][CH:13]=[CH:14][N:15]=1)([O-:3])=[O:2]. Reported procedure: Reaction of 1-nitro-2-methylthio-2-[2-(2-thiazolylmethylthio)ethylamino]ethylene with 2-[(2-aminoethyl)thiomethyl]-3 -bromopyridine according to the process of Example 1 (a)(ii) yields the title compound. Starting materials: C1CCC2=NCCCN2CC1, Cc1ccccc1, CCOC(C)=O, CC(O)c1ccc(F)c(N2CCOCC2)c1. The product is CC(N)c1ccc(F)c(N2CCOCC2)c1. RXN SMILES: [CH2:17]1[CH2:18][CH2:19][C:21]2=[N:25][CH2:24][CH2:23][CH2:22][N:20]2[CH2:26][CH2:27]1.[CH3:28][c:29]1[cH:30][cH:31][cH:32][cH:33][cH:34]1.[CH3:35][CH2:36][O:37][C:38](=[O:39])[CH3:40].[F:1][c:2]1[c:3]([N:11]2[CH2:12][CH2:13][O:14][CH2:15][CH2:16]2)[cH:4][c:5]([CH:8]([CH3:9])[OH:10])[cH:6][cH:7]1>>[F:1][c:2]1[c:3]([N:11]2[CH2:12][CH2:13][O:14][CH2:15][CH2:16]2)[cH:4][c:5]([CH:8]([CH3:9])[NH2:20])[cH:6][cH:7]1. Reactants: CO, CCOC(=O)CNC(=O)Nc1ccccc1I, [Na+], [OH-]. Product: O=C1CNC(=O)N1c1ccccc1I. RXN SMILES: [CH3:20][OH:21].[I:1][c:2]1[c:3]([NH:8][C:9](=[O:10])[NH:11][CH2:12][C:13]([O:15][CH2:14][CH3:16])=[O:17])[cH:4][cH:5][cH:6][cH:7]1.[Na+:19].[OH-:18]>>[I:1][c:2]1[c:3]([N:8]2[C:9](=[O:10])[NH:11][CH2:12][C:13]2=[O:15])[cH:4][cH:5][cH:6][cH:7]1.